From a dataset of the Open Reaction Database (ORD), a public repository of structured organic reaction records. describe an organic reaction: reactants, conditions, products, and yield The reactants are Cl (hydrochloric acid), solution, ClCCCCC(C)=O (1-chloro-5-hexanone), C(CCC)[Li] (n-butyllithium), C(C)N(CC)CC#C (N,N-diethyl-2-propynylamine). Solvent: O1CCCC1 (tetrahydrofuran), CCCCCC (n-hexane). Run at time 1 hour. The product is ClCCCCC(C#CCN(CC)CC)(C)O (1-Chloro-8-diethylamino-5-hydroxy-5-methyl-6-octyne). Reaction SMILES: C([Li])CCC.[CH2:6]([N:8]([CH2:11][C:12]#[CH:13])[CH2:9][CH3:10])[CH3:7].[Cl:14][CH2:15][CH2:16][CH2:17][CH2:18][C:19](=[O:21])[CH3:20].Cl>CCCCCC.O1CCCC1>[Cl:14][CH2:15][CH2:16][CH2:17][CH2:18][C:19]([OH:21])([CH3:20])[C:13]#[C:12][CH2:11][N:8]([CH2:9][CH3:10])[CH2:6][CH3:7]. Reported procedure: 12.37 ml (19.8 mmol) of a 1.6 M solution of n-butyllithium in n-hexane were slowly added dropwise to a solution of 2.0 g (18 mmol) of N,N-diethyl-2-propynylamine (Example 1C1)) in 50 ml of tetrahydrofuran at -78° C. After one hour at -78° C., the mixture was warmed to room temperature, and 2.42 g (18 mmol) of 1-chloro-5-hexanone were added. Stirring at room temperature for one hour was followed by adjustment to pH 7 with 2 N hydrochloric acid and partitioning between 5% strength sodium bicarbona... Reactants: NC1(CCCCC1)CC(=O)O ((1-aminocyclohexyl)acetic acid), [OH-].[Na+] (sodium hydroxide), [OH-].[Na+] (sodium hydroxide), C1(=CC=CC=C1)N=C=O (Phenylisocyanate). The solvent is O1CCOCC1 (1,4-dioxane), O (water). Reaction conditions: temperature 40 celsius, time 1.5 hour. Yields the product N(C1=CC=CC=C1)C(=O)NC1(CCCCC1)CC(=O)O ({1-[(Anilinocarbonyl)amino]cyclohexyl}acetic acid). Yield: 55.7%. Reaction SMILES: [NH2:1][C:2]1([CH2:8][C:9]([OH:11])=[O:10])[CH2:7][CH2:6][CH2:5][CH2:4][CH2:3]1.[OH-].[Na+].[C:14]1([N:20]=[C:21]=[O:22])[CH:19]=[CH:18][CH:17]=[CH:16][CH:15]=1>O1CCOCC1.O>[NH:20]([C:21]([NH:1][C:2]1([CH2:8][C:9]([OH:11])=[O:10])[CH2:7][CH2:6][CH2:5][CH2:4][CH2:3]1)=[O:22])[C:14]1[CH:19]=[CH:18][CH:17]=[CH:16][CH:15]=1 |f:1.2|. Procedure: To a solution of (1-aminocyclohexyl)acetic acid (0.232 mg, 1.48 mmol) in a mixture of 1,4-dioxane (9 ml) and water (3 ml) was added 30% aqueous sodium hydroxide solution to pH 9. Phenylisocyanate (0.24 ml, 2.22 mmol) was added dropwise at 35° C. and 30% aqueous sodium hydroxide solution was added to adjust the solution to pH9. The reaction mixture was stirred at 40° C. for 1.5 hrs and concentrated under reduced pressure. 5N Hydrochloric acid was added to acidify the solution (pH3) and the mixtur... Starting materials: CCOC(C)=O, COC(=O)c1ccc(I)cc1S(=O)(=O)N=C=O, COc1nc(C)nc(N)n1, Cc1ccccc1C. The product is COC(=O)c1ccc(I)cc1S(=O)(=O)NC(=O)Nc1nc(C)nc(OC)n1. As a reaction SMILES: [CH3:36][CH2:37][O:38][C:39](=[O:40])[CH3:41].[I:1][c:2]1[cH:3][c:4]([S:12](=[O:13])(=[O:14])[N:15]=[C:16]=[O:17])[c:5]([C:6](=[O:7])[O:8][CH3:9])[cH:10][cH:11]1.[NH2:18][c:19]1[n:20][c:21]([CH3:27])[n:22][c:23]([O:25][CH3:26])[n:24]1.[c:28]1([CH3:29])[c:30]([CH3:31])[cH:32][cH:33][cH:34][cH:35]1>>[I:1][c:2]1[cH:3][c:4]([S:12](=[O:13])(=[O:14])[NH:15][C:16](=[O:17])[NH:18][c:19]2[n:20][c:21]([CH3:27])[n:22][c:23]([O:25][CH3:26])[n:24]2)[c:5]([C:6](=[O:7])[O:8][CH3:9])[cH:10][cH:11]1. Starting materials: C(C(C)C)N1N=C(C=C1N1[C@H](C[C@H](C1)S(=O)(=O)C1=C(C=CC=C1)C(F)(F)F)C(=O)O)C ((2R,4R)-1-(2-isobutyl-5-methyl-2H-pyrazol-3-yl)-4-(2-trifluoromethyl-benzenesulfonyl)-pyrrolidine-2-carboxylic acid), COC(=O)[C@H]1N(C[C@@H](C1)S(=O)(=O)C1=C(C=CC=C1)C(F)(F)F)C=1N(N=C(C1)C)CC(C)C ((2S,4R)-1-(2-isobutyl-5-methyl-2H-pyrazol-3-yl)-4-(2-trifluoromethyl-benzenesulfonyl)-pyrrolidine-2-carboxylic acid methyl ester), COC(=O)[C@@H]1N(C[C@@H](C1)S(=O)(=O)C1=C(C=CC=C1)C(F)(F)F)C=1N(N=C(C1)C)CC(C)C ((2R,4R)-1-(2-isobutyl-5-methyl-2H-pyrazol-3-yl)-4-(2-trifluoromethyl-benzenesulfonyl)-pyrrolidine-2-carboxylic acid methyl ester), [OH-].[Li+] (lithium hydroxide). Product: C(C(C)C)N1N=C(C=C1N1[C@@H](C[C@H](C1)S(=O)(=O)C1=C(C=CC=C1)C(F)(F)F)C(=O)O)C ((2S,4R)-1-(2-Isobutyl-5-methyl-2H-pyrazol-3-yl)-4-(2-trifluoromethyl-benzenesulfonyl)-pyrrolidine-2-carboxylic acid). Reaction SMILES: C[O:2][C:3]([C@@H:5]1[CH2:9][C@@H:8]([S:10]([C:13]2[CH:18]=[CH:17][CH:16]=[CH:15][C:14]=2[C:19]([F:22])([F:21])[F:20])(=[O:12])=[O:11])[CH2:7][N:6]1[C:23]1[N:24]([CH2:29][CH:30]([CH3:32])[CH3:31])[N:25]=[C:26]([CH3:28])[CH:27]=1)=[O:4].COC([C@H]1C[C@@H](S(C2C=CC=CC=2C(F)(F)F)(=O)=O)CN1C1N(CC(C)C)N=C(C)C=1)=O.[OH-].[Li+].C(N1C(N2C[C@H](S(C3C=CC=CC=3C(F)(F)F)(=O)=O)C[C@@H]2C(O)=O)=CC(C)=N1)C(C)C>>[CH2:29]([N:24]1[C:23]([N:6]2[CH2:7][C@H:8]([S:10]([C:13]3[CH:18]=[CH:17][CH:16]=[CH:15][C:14]=3[C:19]([F:20])([F:22])[F:21])(=[O:12])=[O:11])[CH2:9][C@H:5]2[C:3]([OH:4])=[O:2])=[CH:27][C:26]([CH3:28])=[N:25]1)[CH:30]([CH3:32])[CH3:31] |f:2.3|. Reported procedure: In analogy to the procedure described in example 253e, a mixture of (2S,4R)-1-(2-isobutyl-5-methyl-2H-pyrazol-3-yl)-4-(2-trifluoromethyl-benzenesulfonyl)-pyrrolidine-2-carboxylic acid methyl ester and (2R,4R)-1-(2-isobutyl-5-methyl-2H-pyrazol-3-yl)-4-(2-trifluoromethyl-benzenesulfonyl)-pyrrolidine-2-carboxylic acid methyl ester was saponified in the presence of lithium hydroxide to give a mixture of the title compound and (2R,4R)-1-(2-isobutyl-5-methyl-2H-pyrazol-3-yl)-4-(2-trifluoromethyl-benze... RXN SMILES: [F:1][C:2]1[CH:7]=[CH:6][C:5]([C:8]([F:11])([F:10])[F:9])=[CH:4][C:3]=1[N:12]=[C:13]=S.[NH2:15][C:16]1[CH:17]=[C:18]([CH:37]=[CH:38][C:39]=1[NH:40][CH3:41])[O:19][C:20]1[CH:25]=[CH:24][N:23]=[C:22]([NH:26][C:27](=[O:36])[CH2:28][N:29]2[CH2:33][CH2:32][CH2:31][CH:30]2[CH2:34][OH:35])[CH:21]=1.NC(N)=S>CO>[F:1][C:2]1[CH:7]=[CH:6][C:5]([C:8]([F:11])([F:10])[F:9])=[CH:4][C:3]=1[NH:12][C:13]1[N:40]([CH3:41])[C:39]2[CH:38]=[CH:37][C:18]([O:19][C:20]3[CH:25]=[CH:24][N:23]=[C:22]([NH:26][C:27](=[O:36])[CH2:28][N:29]4[CH2:33][CH2:32][CH2:31][C@H:30]4[CH2:34][OH:35])[CH:21]=3)=[CH:17][C:16]=2[N:15]=1. Reaction conditions: time 15 hour. Procedure details: 2-Fluoro-5-(trifluoromethyl)phenyl isothiocyanate was added to a solution of N-[4-(3-Amino-4-methylamino-phenoxy)-pyridin-2-yl]-2-(2-hydroxymethyl-pyrrolidin-1-yl)-acetamide in methanol. Reaction was stirred at room temperature for 15 hours. Thiourea formation was confirmed by LC/MS. Ferric chloride was added and the resulting mixture was stirred at room temperature for 4 hours. After cyclization was complete by LC/MS the reaction mixture was concentrated and aqueous sodium carbonate was added u... Product: FC1=C(C=C(C=C1)C(F)(F)F)NC1=NC2=C(N1C)C=CC(=C2)OC2=CC(=NC=C2)NC(CN2[C@@H](CCC2)CO)=O (N-{4-[(2-{[2-fluoro-5-(trifluoromethyl)phenyl]amino}-1-methyl-1H-benzimidazol-5-yl)oxy]pyridin-2-yl}-2-[(2S)-2-(hydroxymethyl)pyrrolidin-1-yl]acetamide). Starting materials: Ferric chloride, FC1=C(C=C(C=C1)C(F)(F)F)N=C=S (2-Fluoro-5-(trifluoromethyl)phenyl isothiocyanate), NC=1C=C(OC2=CC(=NC=C2)NC(CN2C(CCC2)CO)=O)C=CC1NC (N-[4-(3-Amino-4-methylamino-phenoxy)-pyridin-2-yl]-2-(2-hydroxymethyl-pyrrolidin-1-yl)-acetamide), NC(=S)N (Thiourea). Solvent: CO (methanol). Reactants: B(Cl)(Cl)Cl (boron trichloride), C(C1=CC=CC=C1)OCC1SCC(OC1)N1C(=O)NC(=O)C(C)=C1 (1-(5-Benzyloxymethyl-1,4-oxathian-2-yl)thymine), CO.C(Cl)Cl (methanol methylene chloride). Run in C(Cl)Cl (methylene chloride). Run at temperature -78 celsius, time 4 hour. Product: OCS1CC(OCC1)N1C(=O)NC(=O)C(C)=C1 (1-(S-hydroxymethyl-1,4-oxathian-2-yl)thymine). As a reaction SMILES: C(OC[CH:10]1[CH2:15][O:14][CH:13]([N:16]2[CH:24]=[C:22]([CH3:23])[C:20](=[O:21])[NH:19][C:17]2=[O:18])[CH2:12][S:11]1)C1C=CC=CC=1.B(Cl)(Cl)Cl.[CH3:29][OH:30].C(Cl)Cl>C(Cl)Cl>[OH:30][CH2:29][SH:11]1[CH2:10][CH2:15][O:14][CH:13]([N:16]2[CH:24]=[C:22]([CH3:23])[C:20](=[O:21])[NH:19][C:17]2=[O:18])[CH2:12]1 |f:2.3|. Reported procedure: 1-(5-Benzyloxymethyl-1,4-oxathian-2-yl)thymine (0.14 g) was dissolved in methylene chloride (10 ml), and the solution cooled to -78° C. To the solution, 1M boron trichloride (4.1 ml) was added dropwise, and the mixture stirred at the same temperature for 4 hours. After adding a mixed solution of methanol-methylene chloride (1/1, 8 ml), the temperature of the reaction mixture was raised to room temperature. Upon concentrating the reaction mixture under reduced pressure, the resultant dark brown o... The reactants are C(C1=CC=CC=C1)NC1=C(C=NC(=C1)N(C=1C=NC(=CC1)N1CCOCC1)CC1=CC=C(C=C1)OC)C(=O)O (4-benzylamino-6-[4-methoxybenzyl-(6-morpholinopyridin-3-yl)amino]pyridine-3-carboxylic acid), Cl.C(C)N=C=NCCCN(C)C (1-ethyl-3-(3-dimethylaminopropyl)carbodiimide hydrochloride), O.ON1N=NC2=C1C=CC=C2 (1-hydroxybenzotriazole monohydrate), O.N (ammonia water). The solvent is ClCCl (dichloromethane), O (water). Reaction conditions: time 30 minute. The product is C(C1=CC=CC=C1)NC1=C(C=NC(=C1)N(C=1C=NC(=CC1)N1CCOCC1)CC1=CC=C(C=C1)OC)CC(=O)N (4-benzylamino-6-[4-methoxybenzyl-(6-morpholinopyridin-3-yl)amino]pyridine-3-carboxyamide). Yield: 86.1%. Reaction SMILES: [CH2:1]([NH:8][C:9]1[CH:14]=[C:13]([N:15]([CH2:28][C:29]2[CH:34]=[CH:33][C:32]([O:35][CH3:36])=[CH:31][CH:30]=2)[C:16]2[CH:17]=[N:18][C:19]([N:22]3[CH2:27][CH2:26][O:25][CH2:24][CH2:23]3)=[CH:20][CH:21]=2)[N:12]=[CH:11][C:10]=1C(O)=O)C1C=CC=CC=1.Cl.[CH2:41]([N:43]=C=NCCCN(C)C)[CH3:42].[OH2:52].ON1[C:58]2[CH:59]=[CH:60][CH:61]=[CH:62][C:57]=2N=N1.O.N>ClCCl.O>[CH2:1]([NH:8][C:9]1[CH:14]=[C:13]([N:15]([CH2:28][C:29]2[CH:34]=[CH:33][C:32]([O:35][CH3:36])=[CH:31][CH:30]=2)[C:16]2[CH:17]=[N:18][C:19]([N:22]3[CH2:27][CH2:26][O:25][CH2:24][CH2:23]3)=[CH:20][CH:21]=2)[N:12]=[CH:11][C:10]=1[CH2:42][C:41]([NH2:43])=[O:52])[C:57]1[CH:62]=[CH:61][CH:60]=[CH:59][CH:58]=1 |f:1.2,3.4,5.6|. Procedure details: 3.4 mg of 4-benzylamino-6-[4-methoxybenzyl-(6-morpholinopyridin-3-yl)amino]pyridine-3-carboxylic acid was dissolved in 1 mL of dichloromethane, to which 1.9 mg of 1-ethyl-3-(3-dimethylaminopropyl)carbodiimide hydrochloride and 1.5 mg of 1-hydroxybenzotriazole monohydrate were added, and stirred at room temperature for 30 minutes. Then, 1 mL of 28% ammonia water was added, and stirred at the same temperature for 3 hours. To the reaction mixture water was added, extracted with chloroform, the extr...